From a dataset of the Open Reaction Database (ORD), a public repository of structured organic reaction records. describe an organic reaction: reactants, conditions, products, and yield The reactants are BrC=1C(=CC(=C(C(=O)OC)C1)O)C (methyl 5-bromo-2-hydroxy-4-methylbenzoate), [Cl-].ClC1=NC=C(C=C1)C[Zn+].C1CCOC1 ((2-chloro-5-pyridyl)methylzinc chloride THF). Reagents/catalysts: CC(C)([P](C(C)(C)C)([Pd][P](C(C)(C)C)(C(C)(C)C)C(C)(C)C)C(C)(C)C)C (bis(tri-tert-butylphosphine)palladium(0)). The solvent is C1CCOC1 (THF). Conditions: time 8 hour. The product is ClC1=CC=C(C=N1)CC=1C(=CC(=C(C(=O)OC)C1)O)C (methyl 5-((6-chloropyridin-3-yl)methyl)-2-hydroxy-4-methylbenzoate). Reaction SMILES: Br[C:2]1[C:3]([CH3:13])=[CH:4][C:5]([OH:12])=[C:6]([CH:11]=1)[C:7]([O:9][CH3:10])=[O:8].[Cl-].[Cl:15][C:16]1[CH:21]=[CH:20][C:19]([CH2:22][Zn+])=[CH:18][N:17]=1.C1COCC1>C1COCC1.CC(C)([P](C(C)(C)C)([Pd][P](C(C)(C)C)(C(C)(C)C)C(C)(C)C)C(C)(C)C)C>[Cl:15][C:16]1[N:17]=[CH:18][C:19]([CH2:22][C:2]2[C:3]([CH3:13])=[CH:4][C:5]([OH:12])=[C:6]([CH:11]=2)[C:7]([O:9][CH3:10])=[O:8])=[CH:20][CH:21]=1 |f:1.2.3,^1:36,42|. Procedure: To a solution of methyl 5-bromo-2-hydroxy-4-methylbenzoate (0.61 g) in THF (20.0 mL) were added 0.5M (2-chloro-5-pyridyl)methylzinc chloride/THF solution (12.5 mL) and bis(tri-tert-butylphosphine)palladium(0) (0.13 g), and the mixture was stirred overnight at room temperature under argon atmosphere. The reaction mixture was concentrated under reduced pressure, and the residue was purified by silica gel column chromatography (ethyl acetate/hexane) to give the title compound (0.52 g).